Dataset: the Open Reaction Database (ORD), a public repository of structured organic reaction records. Task: describe an organic reaction: reactants, conditions, products, and yield The reactants are SC1=C(C(=O)O)C=CC=N1 (2-mercaptonicotinic acid), CN(C=O)C (dimethylformamide), resultant mixture, O(C)C1=NC(=NC(=C1)OC)S(=O)(=O)C (4,6-dimethoxyl-2-methylsulfonylpyrimidine), C([O-])([O-])=O.[K+].[K+] (potassium carbonate). Solvent: O (water). Conditions: temperature 80 celsius, time 2 hour. Product: O(C)C1=NC(=NC(=C1)OC)SC1=C(C(=O)O)C=CC=N1 (2-(4,6-dimethoxylpyrimidin-2-ylthio)nicotinic acid). The yield is 69.5%. As a reaction SMILES: [SH:1][C:2]1[N:10]=[CH:9][CH:8]=[CH:7][C:3]=1[C:4]([OH:6])=[O:5].[O:11]([C:13]1[CH:18]=[C:17]([O:19][CH3:20])[N:16]=[C:15](S(C)(=O)=O)[N:14]=1)[CH3:12].C(=O)([O-])[O-].[K+].[K+].CN(C)C=O>O>[O:11]([C:13]1[CH:18]=[C:17]([O:19][CH3:20])[N:16]=[C:15]([S:1][C:2]2[N:10]=[CH:9][CH:8]=[CH:7][C:3]=2[C:4]([OH:6])=[O:5])[N:14]=1)[CH3:12] |f:2.3.4|. Procedure details: 4.0 g (0.026 mol) of 2-mercaptonicotinic acid, 5.7 g (0.026 mol) of 4,6-dimethoxyl-2-methylsulfonylpyrimidine and 7.2 g (0.052 mol) of potassium carbonate were weighed, and 70 ml of dimethylformamide was added thereto and the mixture was stirred at 80° C. for 2 hours. The resultant mixture was poured into water, and was washed with 100 ml of ethyl acetate. The aqueous layer was then acidified with 10% HCl aqueous solution to precipitate a crystal. The crystal thus precipitated was filtrated out,... Reactants: CN1CCOCC1 (4-Methylmorpholine), N[C@@H](CCCCNC(=O)OCC1=CC=CC=C1)C(=O)N[C@@H](CC(C)C)C(=O)N[C@@H](CC(C)C)C(=O)OC.Cl (H-Lys(Z)-Leu-Leu-OMe·HCl), C=1C=CC2=C(C1)N=NN2O (HOBt), N([C@@H](CC(C)C)C(=O)N[C@@H](CC(C)C)C(=O)O)C(=O)OC(C)(C)C (Boc-Leu-Leu-OH), CC(N=C=NC(C)C)C (DIC). Solvent: O (H2O), CN(C)C=O (DMF), CN(C)C=O (DMF). Reaction conditions: temperature 19 celsius, time 16 hour. The product is N([C@@H](CC(C)C)C(=O)N[C@@H](CC(C)C)C(=O)N[C@@H](CCCCNC(=O)OCC1=CC=CC=C1)C(=O)N[C@@H](CC(C)C)C(=O)N[C@@H](CC(C)C)C(=O)OC)C(=O)OC(C)(C)C (Boc-Leu-Leu-Lys(Z)-Leu-Leu-OMe). Isolated yield 86.4%. RXN SMILES: CN1CCOCC1.[NH2:8][C@H:9]([C:25]([NH:27][C@H:28]([C:33]([NH:35][C@H:36]([C:41]([O:43][CH3:44])=[O:42])[CH2:37][CH:38]([CH3:40])[CH3:39])=[O:34])[CH2:29][CH:30]([CH3:32])[CH3:31])=[O:26])[CH2:10][CH2:11][CH2:12][CH2:13][NH:14][C:15]([O:17][CH2:18][C:19]1[CH:24]=[CH:23][CH:22]=[CH:21][CH:20]=1)=[O:16].Cl.C1C=CC2N(O)N=NC=2C=1.[NH:56]([C:73]([O:75][C:76]([CH3:79])([CH3:78])[CH3:77])=[O:74])[C@H:57]([C:62]([NH:64][C@H:65]([C:70](O)=[O:71])[CH2:66][CH:67]([CH3:69])[CH3:68])=[O:63])[CH2:58][CH:59]([CH3:61])[CH3:60].CC(C)N=C=NC(C)C>CN(C=O)C.O>[NH:56]([C:73]([O:75][C:76]([CH3:79])([CH3:78])[CH3:77])=[O:74])[C@H:57]([C:62]([NH:64][C@H:65]([C:70]([NH:8][C@H:9]([C:25]([NH:27][C@H:28]([C:33]([NH:35][C@H:36]([C:41]([O:43][CH3:44])=[O:42])[CH2:37][CH:38]([CH3:39])[CH3:40])=[O:34])[CH2:29][CH:30]([CH3:31])[CH3:32])=[O:26])[CH2:10][CH2:11][CH2:12][CH2:13][NH:14][C:15]([O:17][CH2:18][C:19]1[CH:20]=[CH:21][CH:22]=[CH:23][CH:24]=1)=[O:16])=[O:71])[CH2:66][CH:67]([CH3:68])[CH3:69])=[O:63])[CH2:58][CH:59]([CH3:61])[CH3:60] |f:1.2|. Procedure details: 4-Methylmorpholine (2.53 g, 25 mmol) was added to a solution of H-Lys(Z)-Leu-Leu-OMe·HCl (13.93 g, 25 mmol) in DMF (85.0 g) at 10° C. HOBt (3.38 g, 25 mmol), Boc-Leu-Leu-OH (8.61 g, 25 mmol) and DIC (3.47 g, 27.5 mmol) were added over 30 min at 8-10° C. An additional portion of DMF (5.0 g) was added and the reaction was kept at 8-10° C. for 16 h. The reaction was stirred at 18-20° C. for 3 h, cooled to 5-10° C. and treated with H2O (130.0 g). A solid precipitated at 25° C. which was filtered, wa... Reactants: [H][H] (hydrogen), C=O (formalin), C(C)OC(CNCC1=C(C2=C(C=C1)OCO2)OC)OCC (N-(2-methoxy-3,4-methylenedioxybenzyl)aminoacetaldehyde diethylacetal), COC(CN)OC (aminoacetaldehyde dimethylacetal). Reagents/catalysts: [Pt]=O (platinum oxide). The solvent is CO (methanol), CO (methanol). Yields the product COC(CN(C)CC1=C(C2=C(C=C1)OCO2)OC)OC (N-(2-methoxy-3,4-methylenedioxybenzyl)-N-methylaminoacetaldehyde dimethylacetal). Isolated yield 99.1%. Reaction SMILES: [H][H].[CH2:3]([O:5][CH:6]([O:21][CH2:22]C)[CH2:7][NH:8][CH2:9][C:10]1[CH:15]=[CH:14][C:13]2[O:16][CH2:17][O:18][C:12]=2[C:11]=1[O:19][CH3:20])C.[CH3:24]OC(OC)CN.C=O>[Pt]=O.CO>[CH3:22][O:21][CH:6]([O:5][CH3:3])[CH2:7][N:8]([CH2:9][C:10]1[CH:15]=[CH:14][C:13]2[O:16][CH2:17][O:18][C:12]=2[C:11]=1[O:19][CH3:20])[CH3:24]. Reported procedure: 0.2 g of platinum oxide catalyst was added to 20 ml of methanol, through which hydrogen was passed to activate the catalyst. 10.81 g (60 mmol) of 2-methoxy-3,4-methylenedioxybenzaldehyde (1) and 6.37 g (60 mmol) of aminoacetaldehyde dimethylacetal (99% purity) in 20 ml of methanol were added to carry out hydrogenation for 3.5 hours. Then, 5.24 ml (66 mmol) of 35% formalin was added to carry out hydrogenation for 9 hours. The catalyst was filtered out and the filtrate was concentrated under vacuu... Starting materials: solution, C(C)(C)(C)[Li] (tert-butyllithium), COC1=C(C=CC=C1OC)C(C(=O)OCC)=O (Ethyl 2-(2,3-dimethoxyphenyl)-2-oxoacetate), [NH4+].[Cl-] (NH4Cl), ClC1=CC=C(C=C1)NC(OC(C)(C)C)=O (tert-butyl 4-chlorophenylcarbamate). The solvent is CCCCC (pentane), C1CCOC1 (THF), CCOCC (ether). Conditions: temperature -40 celsius, time 3 hour. The product is ClC1(C(NC2=CC=C(C=C12)Cl)=O)C1=C(C(=CC=C1)OC)OC (3,5-Dichloro-3-(2,3-dimethoxyphenyl)-1,3-dihydro-2H-indol-2-one). As a reaction SMILES: [Cl:1][C:2]1[CH:7]=[CH:6][C:5]([NH:8][C:9](=[O:15])OC(C)(C)C)=[CH:4][CH:3]=1.C([Li])(C)(C)C.[CH3:21][O:22][C:23]1[C:28]([O:29][CH3:30])=[CH:27][CH:26]=[CH:25][C:24]=1[C:31](=O)C(OCC)=O.[NH4+].[Cl-:39]>CCOCC.CCCCC.C1COCC1>[Cl:39][C:31]1([C:24]2[CH:25]=[CH:26][CH:27]=[C:28]([O:29][CH3:30])[C:23]=2[O:22][CH3:21])[C:4]2[C:5](=[CH:6][CH:7]=[C:2]([Cl:1])[CH:3]=2)[NH:8][C:9]1=[O:15] |f:3.4|. Reported procedure: A mixture of 11.4 g of tert-butyl 4-chlorophenylcarbamate in 100 ml of ether is cooled to −40° C. under an atmosphere of dry nitrogen, 80 ml of a 1.5 M solution of tert-butyllithium in pentane are added dropwise and the mixture is left stirring at −20° C. for 3 hours. The reaction mixture is cooled to −40° C., a solution-of 14 g of the compound obtained in step A in 50 ml of THF is added over 1 hour and the mixture is left stirring for 4 days at RT. The reaction mixture is poured into saturated ... The reactants are ClC=1C=NC=C(C1NC=1NC2=C(N1)C=C(C1=C2CC(O1)(C)C)C(=O)OC)Cl (methyl 2-[(3,5-dichloropyridin-4-yl)amino]-7,7-dimethyl-7,8-dihydro-1H-furo[3,2-e]benzimidazole-5-carboxylate), ClC1=C(N)C=CC(=C1)C (2-chloro-4-methylaniline), C[Al](C)C (trimethyl aluminium). The solvent is C1(=CC=CC=C1)C (toluene). Product: ClC1=C(C=CC(=C1)C)NC(=O)C1=CC2=C(NC(=N2)NC2=C(C=NC=C2Cl)Cl)C=2CC(OC21)(C)C (N-(2-Chloro-4-methylphenyl)-2-((3,5-dichloropyridin-4-yl)amino)-7,7-dimethyl-7,8-dihydro-1H-benzofuro[4,5-d]imidazole-5-carboxamide). Isolated yield 23.7%. RXN SMILES: [Cl:1][C:2]1[CH:3]=[N:4][CH:5]=[C:6]([Cl:27])[C:7]=1[NH:8][C:9]1[NH:10][C:11]2[C:17]3[CH2:18][C:19]([CH3:22])([CH3:21])[O:20][C:16]=3[C:15]([C:23]([O:25]C)=O)=[CH:14][C:12]=2[N:13]=1.[Cl:28][C:29]1[CH:35]=[C:34]([CH3:36])[CH:33]=[CH:32][C:30]=1[NH2:31].C[Al](C)C>C1(C)C=CC=CC=1>[Cl:28][C:29]1[CH:35]=[C:34]([CH3:36])[CH:33]=[CH:32][C:30]=1[NH:31][C:23]([C:15]1[C:16]2[O:20][C:19]([CH3:21])([CH3:22])[CH2:18][C:17]=2[C:11]2[NH:10][C:9]([NH:8][C:7]3[C:2]([Cl:1])=[CH:3][N:4]=[CH:5][C:6]=3[Cl:27])=[N:13][C:12]=2[CH:14]=1)=[O:25]. Procedure: The title compound was prepared following the procedure described for Example-137 by using methyl 2-[(3,5-dichloropyridin-4-yl)amino]-7,7-dimethyl-7,8-dihydro-1H-furo[3,2-e]benzimidazole-5-carboxylate (Step-1 of Intermediate-3, 0.100 g, 0.245 mmol), 2-chloro-4-methylaniline (0.052 g, 0.361 mmol), trimethyl aluminium (2M solution in toluene) (0.5 mL), dry toluene (5.0 mL) at room temperature to afford 0.030 g of the desired product. 1HNMR (DMSO-d6): δ 1.55 (s, 6H), 2.26 (s, 3H), 3.08 (s, 2H), 7.1... Starting materials: ClC=1C=C(C(=CC1)N(C1=CC=CC=C1)C)N (4-Chloro-N1-methyl-N1-phenylbenzene-1,2-diamine), C(=O)O (formic acid). Reaction conditions: time 2 hour. Product: ClC=1C=CC(=C(C1)NC=O)N(C1=CC=CC=C1)C (N-[5-chloro-2-(methylphenylamino)phenyl]formamide). Isolated yield 100.0%. Reaction SMILES: [Cl:1][C:2]1[CH:3]=[C:4]([NH2:16])[C:5]([N:8]([CH3:15])[C:9]2[CH:14]=[CH:13][CH:12]=[CH:11][CH:10]=2)=[CH:6][CH:7]=1.[CH:17](O)=[O:18]>>[Cl:1][C:2]1[CH:7]=[CH:6][C:5]([N:8]([CH3:15])[C:9]2[CH:14]=[CH:13][CH:12]=[CH:11][CH:10]=2)=[C:4]([NH:16][CH:17]=[O:18])[CH:3]=1. Procedure: 4-Chloro-N1-methyl-N1-phenylbenzene-1,2-diamine (9.3 g, 40.1 mmol) was dissolved in formic acid (60 mL) and heated to reflux. After 2 h, the reaction mixture was concentrated in vacuo. The residue was dissolved in ethyl acetate (500 mL) and washed with aq. NaHCO3 (5%, 500 mL). The organic layer was dried, filtered and concentrated under reduced pressure. The residual oil was chromatographed over silica (cyclohexane/CH2Cl2, 9/1, v/v) to give pure title compound (10.4 g, 100% yield). Data: Rf 0.25... Reactants: CC(CCO[Si](c1ccccc1)(c1ccccc1)C(C)(C)C)C(C(=O)NNC(=O)OC(C)(C)C)c1ccc(F)cc1, CCCC[N+](CCCC)(CCCC)CCCC, C1CCOC1, CCOC(C)=O, [Cl-], [F-], [NH4+]. Product: CC(CCO)C(C(=O)NNC(=O)OC(C)(C)C)c1ccc(F)cc1. RXN SMILES: [C:19]([Si:20]([c:21]1[cH:22][cH:23][cH:48][cH:49][cH:50]1)([O:24][CH2:25][CH2:26][CH:27]([CH:28]([C:29](=[O:30])[NH:31][NH:32][C:33](=[O:34])[O:35][C:36]([CH3:37])([CH3:38])[CH3:39])[c:40]1[cH:41][cH:42][c:43]([F:46])[cH:44][cH:45]1)[CH3:47])[c:51]1[cH:52][cH:53][cH:54][cH:55][cH:56]1)([CH3:57])([CH3:58])[CH3:59].[CH2:2]([N+:3]([CH2:4][CH2:5][CH2:6][CH3:7])([CH2:8][CH2:9][CH2:10][CH3:11])[CH2:12][CH2:13][CH2:14][CH3:15])[CH2:16][CH2:17][CH3:18].[CH2:68]1[O:69][CH2:70][CH2:71][CH2:72]1.[CH3:60][CH2:61][O:62][C:63](=[O:64])[CH3:65].[Cl-:66].[F-:1].[NH4+:67]>>[OH:24][CH2:25][CH2:26][CH:27]([CH:28]([C:29](=[O:30])[NH:31][NH:32][C:33](=[O:34])[O:35][C:36]([CH3:37])([CH3:38])[CH3:39])[c:40]1[cH:41][cH:42][c:43]([F:46])[cH:44][cH:45]1)[CH3:47]. The reactants are CCCC[Sn](CCCC)(CCCC)c1cc(-c2ccccc2C#N)c(=O)n(-c2ccccc2)c1, CC(=O)Oc1ccc(Cl)nc1, CCOC(C)=O, Cc1ccccc1C. Yields the product CC(=O)Oc1ccc(-c2cc(-c3ccccc3C#N)c(=O)n(-c3ccccc3)c2)nc1. RXN SMILES: [C:1](#[N:2])[c:3]1[c:4](-[c:9]2[c:10](=[O:34])[n:11](-[c:28]3[cH:29][cH:30][cH:31][cH:32][cH:33]3)[cH:12][c:13]([Sn:15]([CH2:16][CH2:17][CH2:18][CH3:19])([CH2:20][CH2:21][CH2:22][CH3:23])[CH2:24][CH2:25][CH2:26][CH3:27])[cH:14]2)[cH:5][cH:6][cH:7][cH:8]1.[C:35]([CH3:36])(=[O:37])[O:38][c:39]1[cH:40][cH:41][c:42]([Cl:45])[n:43][cH:44]1.[CH3:54][CH2:55][O:56][C:57](=[O:58])[CH3:59].[c:46]1([CH3:47])[c:48]([CH3:49])[cH:50][cH:51][cH:52][cH:53]1>>[C:1](#[N:2])[c:3]1[c:4](-[c:9]2[c:10](=[O:34])[n:11](-[c:28]3[cH:29][cH:30][cH:31][cH:32][cH:33]3)[cH:12][c:13](-[c:42]3[cH:41][cH:40][c:39]([O:38][C:35]([CH3:36])=[O:37])[cH:44][n:43]3)[cH:14]2)[cH:5][cH:6][cH:7][cH:8]1. The reactants are CC(C)(C)OC(=O)CBr, O=C([O-])[O-], Cc1ccc(NC(=O)OCc2ccccc2)c(=O)[nH]1, CN(C)C=O, [Cs+], [Cs+]. Yields the product Cc1ccc(NC(=O)OCc2ccccc2)c(=O)n1CC(=O)OC(C)(C)C. Reaction SMILES: [Br:1][CH2:2][C:3](=[O:4])[O:5][C:6]([CH3:7])([CH3:8])[CH3:9].[C:29](=[O:30])([O-:31])[O-:32].[CH2:10]([c:11]1[cH:12][cH:13][cH:14][cH:15][cH:16]1)[O:17][C:18](=[O:19])[NH:20][c:21]1[c:22](=[O:28])[nH:23][c:24]([CH3:27])[cH:25][cH:26]1.[CH3:35][N:36]([CH3:37])[CH:38]=[O:39].[Cs+:33].[Cs+:34]>>[CH2:2]([C:3](=[O:4])[O:5][C:6]([CH3:7])([CH3:8])[CH3:9])[n:23]1[c:22](=[O:28])[c:21]([NH:20][C:18]([O:17][CH2:10][c:11]2[cH:12][cH:13][cH:14][cH:15][cH:16]2)=[O:19])[cH:26][cH:25][c:24]1[CH3:27]. The reactants are ClC=1C(N(N=CC1OC1=CC=CC=C1)C1OCCCC1)=O (4-chloro-5-phenoxy-2-(tetrahydro-pyran-2-yl)-2H-pyridazin-3-one), Cl (hydrochloric acid). Solvent: O (water), CO (methanol). Run at temperature 110 celsius, time 4 hour. The product is ClC=1C(NN=CC1OC1=CC=CC=C1)=O (4-chloro-5-phenoxy-2H-pyridazin-3-one). Yield: 86.4%. Reaction SMILES: [Cl:1][C:2]1[C:3](=[O:21])[N:4](C2CCCCO2)[N:5]=[CH:6][C:7]=1[O:8][C:9]1[CH:14]=[CH:13][CH:12]=[CH:11][CH:10]=1.Cl>CO.O>[Cl:1][C:2]1[C:3](=[O:21])[NH:4][N:5]=[CH:6][C:7]=1[O:8][C:9]1[CH:14]=[CH:13][CH:12]=[CH:11][CH:10]=1. Procedure details: A solution of 4-chloro-5-phenoxy-2-(tetrahydro-pyran-2-yl)-2H-pyridazin-3-one (2.84 g, 9.25 mmol) in methanol (6.17 mL, 1.5M) was treated with a 6N aqueous hydrochloric acid solution (7.71 mL, 1.2M). The reaction solution was heated to 110° C., where it stirred for 4 h and was then allowed to completely cool down to 25° C. The reaction was then diluted with water (200 mL). The resulting white precipitate was collected by filtration, washed with water (2×50 mL), and dried in vacuo to afford 4-chl...